describe an organic reaction: reactants, conditions, products, and yield From a dataset of the Open Reaction Database (ORD), a public repository of structured organic reaction records. The reactants are N1C=CC=2C1=NC=C(C2)C#N (1H-Pyrrolo[2,3-b]pyridine-5-carbonitrile), Cl.CNC (dimethylamine hydrochloride), C=O (formaldehyde). The solvent is C(C)(C)O (isopropyl alcohol). Yields the product CN(C)CC1=CNC2=NC=C(C=C21)C#N (3-dimethylaminomethyl-1H-pyrrolo[2,3-b]pyridine-5-carbonitrile). The yield is 47.6%. Reaction SMILES: [NH:1]1[C:5]2=[N:6][CH:7]=[C:8]([C:10]#[N:11])[CH:9]=[C:4]2[CH:3]=[CH:2]1.Cl.[CH3:13][NH:14][CH3:15].[CH2:16]=O>C(O)(C)C>[CH3:13][N:14]([CH2:16][C:3]1[C:4]2[C:5](=[N:6][CH:7]=[C:8]([C:10]#[N:11])[CH:9]=2)[NH:1][CH:2]=1)[CH3:15] |f:1.2|. Procedure: To 1H-Pyrrolo[2,3-b]pyridine-5-carbonitrile (632, 3.00 g, 0.0210 mol) in isopropyl alcohol (120 mL) were added dimethylamine hydrochloride (1.91 g, 0.0235 mol) and formaldehyde (0.708 g, 0.0236 mol). The reaction was heated to reflux overnight, then concentrated, poured into water, and extracted with ethyl acetate. The organic layer was dried over anhydrous sodium sulfate and filtered. The filtrate was concentrated and purified by silica gel column chromatography eluting with 5% to 30% methanol ... Reactants: CO, COCCCCc1c(C(=O)OC)nc(Cl)n1-c1ccccc1, [Na+], [OH-]. Product: COCCCCc1c(C(=O)O)nc(Cl)n1-c1ccccc1. As a reaction SMILES: [CH3:25][OH:26].[Cl:1][c:2]1[n:3](-[c:17]2[cH:18][cH:19][cH:20][cH:21][cH:22]2)[c:4]([CH2:11][CH2:12][CH2:13][CH2:14][O:15][CH3:16])[c:5]([C:7](=[O:8])[O:9][CH3:10])[n:6]1.[Na+:24].[OH-:23]>>[Cl:1][c:2]1[n:3](-[c:17]2[cH:18][cH:19][cH:20][cH:21][cH:22]2)[c:4]([CH2:11][CH2:12][CH2:13][CH2:14][O:15][CH3:16])[c:5]([C:7](=[O:8])[OH:9])[n:6]1. Reactants: CO, CC(C)C(C(=O)O)N1CCCc2cc(Cl)ccc21, CCOC(=O)C(CC(C)C)N1CCCc2cc(Cl)ccc21, [K+], [OH-]. The product is CC(C)CC(C(=O)O)N1CCCc2cc(Cl)ccc21. RXN SMILES: [CH3:42][OH:43].[Cl:24][c:25]1[cH:26][c:27]2[c:28]([cH:29][cH:30]1)[N:31]([CH:32]([CH:33]([CH3:34])[CH3:35])[C:36]([OH:37])=[O:38])[CH2:39][CH2:40][CH2:41]2.[Cl:3][c:4]1[cH:5][c:6]2[c:11]([cH:12][cH:13]1)[N:10]([CH:14]([C:15](=[O:16])[O:17][CH2:18][CH3:19])[CH2:20][CH:21]([CH3:22])[CH3:23])[CH2:9][CH2:8][CH2:7]2.[K+:2].[OH-:1]>>[Cl:3][c:4]1[cH:5][c:6]2[c:11]([cH:12][cH:13]1)[N:10]([CH:14]([C:15](=[O:16])[OH:17])[CH2:20][CH:21]([CH3:22])[CH3:23])[CH2:9][CH2:8][CH2:7]2. Starting materials: C(C)(C)(C)C1=CC=C(C=C1)N1C(CCC1C1=CC(=C(NCC2=CC=C(C=C2)OC)C=C1)[N+](=O)[O-])C1=CC(=C(NCC2=CC=C(C=C2)OC)C=C1)[N+](=O)[O-] (4,4′-(1-(4-tert-Butylphenyl)pyrrolidine-2,5-diyl)bis(N-(4-methoxybenzyl)-2-nitroaniline)). The reagents and catalysts are [Pt]=O (platinum oxide). Run in C1CCOC1 (THF), C(C)O (ethanol), C(C)(=O)OCC (ethyl acetate), C1CCOC1 (THF). Conditions: time 20 hour. Product: C(C)(C)(C)C1=CC=C(C=C1)N1C(CCC1C=1C=C(C(=CC1)NCC1=CC=C(C=C1)OC)N)C=1C=C(C(=CC1)NCC1=CC=C(C=C1)OC)N (4,4′-(1-(4-tert-butylphenyl)pyrrolidine-2,5-diyl)bis(N1-(4-methoxybenzyl)benzene-1,2-diamine)). Yield: 27.8%. RXN SMILES: [C:1]([C:5]1[CH:10]=[CH:9][C:8]([N:11]2[CH:15]([C:16]3[CH:31]=[CH:30][C:19]([NH:20][CH2:21][C:22]4[CH:27]=[CH:26][C:25]([O:28][CH3:29])=[CH:24][CH:23]=4)=[C:18]([N+:32]([O-])=O)[CH:17]=3)[CH2:14][CH2:13][CH:12]2[C:35]2[CH:50]=[CH:49][C:38]([NH:39][CH2:40][C:41]3[CH:46]=[CH:45][C:44]([O:47][CH3:48])=[CH:43][CH:42]=3)=[C:37]([N+:51]([O-])=O)[CH:36]=2)=[CH:7][CH:6]=1)([CH3:4])([CH3:3])[CH3:2]>C1COCC1.C(O)C.C(OCC)(=O)C.[Pt]=O>[C:1]([C:5]1[CH:10]=[CH:9][C:8]([N:11]2[CH:12]([C:35]3[CH:36]=[C:37]([NH2:51])[C:38]([NH:39][CH2:40][C:41]4[CH:46]=[CH:45][C:44]([O:47][CH3:48])=[CH:43][CH:42]=4)=[CH:49][CH:50]=3)[CH2:13][CH2:14][CH:15]2[C:16]2[CH:17]=[C:18]([NH2:32])[C:19]([NH:20][CH2:21][C:22]3[CH:23]=[CH:24][C:25]([O:28][CH3:29])=[CH:26][CH:27]=3)=[CH:30][CH:31]=2)=[CH:7][CH:6]=1)([CH3:4])([CH3:2])[CH3:3]. Procedure: 4,4′-(1-(4-tert-Butylphenyl)pyrrolidine-2,5-diyl)bis(N-(4-methoxybenzyl)-2-nitroaniline) (2 g, 2.79 mmol) was dissolved in a mixture of THF (15 mL), ethanol (15 mL), and ethyl acetate (5 mL). Then platinum oxide (0.254 g, 1.12 mmol) was added as a THF slurry. The flask was evacuated and purged with nitrogen twice, then evacuated and opened to a hydrogen balloon. The mixture was stirred at room temperature for 20 hours, then filtered through diatomaceous earth, concentrated, and purified by chrom... Reactants: C(C1=CC=CC=C1)(=O)N1CCC=2NC=3C=CC=CC3C2CC1 (3-benzoyl-1,2,3,4,5,6-hexahydroazepino[4,5-b]indole), C([O-])([O-])=O.[Cs+].[Cs+] (cesium carbonate), C(C=C)(=O)OCC (ethyl acrylate). The solvent is C(C)#N (acetonitrile), CN(C)C=O (DMF), O (H2O). Run at temperature 50 celsius. The product is C(C(=O)O)(=O)O.C1=CC=C2C(CCN3C2=C1C1=C3CCNCC1)=O (5,6,9,10,11,12-hexahydro-4H,8H-azepino[4′,5′:4,5]pyrrolo[3,2,1-ij]quinolin-4-one oxalate). Yield: 166.8%. As a reaction SMILES: C([N:9]1[CH2:22][CH2:21][C:20]2[C:19]3[CH:18]=[CH:17][CH:16]=[CH:15][C:14]=3[NH:13][C:12]=2[CH2:11][CH2:10]1)(=O)C1C=CC=CC=1.[C:23](=[O:26])([O-:25])[O-].[Cs+].[Cs+].[C:29]([O:33]CC)(=[O:32])[CH:30]=[CH2:31]>C(#N)C.CN(C=O)C.O>[C:29]([OH:33])(=[O:32])[C:23]([OH:25])=[O:26].[CH:18]1[C:19]2[C:20]3[CH2:21][CH2:22][NH:9][CH2:10][CH2:11][C:12]=3[N:13]3[C:14]=2[C:15]([C:29](=[O:32])[CH2:30][CH2:31]3)=[CH:16][CH:17]=1 |f:1.2.3,8.9|. Procedure details: A mixture of 3-benzoyl-1,2,3,4,5,6-hexahydroazepino[4,5-b]indole (5.00 g, 17.2 mmol), cesium carbonate (5.61 g, 17.2 mmol), and ethyl acrylate (1.90 mL, 17.5 mmol) in acetonitrile (250 mL) was heated under N2 at 50° C. for 5 h (reaction can also be run in DMF at room temperature). Cooled to room temperature, diluted with H2O, and extracted with EtOAc. The combined organic extracts were washed with saturated aqueous NaCl, dried over Na2SO4, decanted, and concentrated under reduced pressure. The c...